Dataset: the Open Reaction Database (ORD), a public repository of structured organic reaction records. Task: describe an organic reaction: reactants, conditions, products, and yield Reactants: [C@@H]1([C@H](O)[C@H](O)[C@H](O1)CO)N1C(=CC=C1)C=O (1-(β-D-Ribofuranosyl)pyrrole-2-carbaldehyde), C(#CC)C=1C=C(NC1)C=O (4-propynyl-2-pyrrolecarbaldehyde), C(#CC)C=1C=C(NC1)C=O (4-propynyl-2-pyrrolecarbaldehyde). Product: C(#CC)C=1C=C(N(C1)[C@H]1[C@H](O)[C@H](O)[C@H](O1)CO)C=O (4-Propynyl-1-(β-D-ribofuranosyl)pyrrole-2-carbaldehyde). As a reaction SMILES: [C@@H:1]1([N:10]2[CH:14]=[CH:13][CH:12]=[C:11]2[CH:15]=[O:16])[O:7][C@H:6]([CH2:8][OH:9])[C@@H:4]([OH:5])[C@H:2]1[OH:3].[C:17]([C:20]1C=C(C=O)NC=1)#[C:18]C>>[C:18]([C:13]1[CH:12]=[C:11]([CH:15]=[O:16])[N:10]([C@@H:1]2[O:7][C@H:6]([CH2:8][OH:9])[C@@H:4]([OH:5])[C@H:2]2[OH:3])[CH:14]=1)#[C:17][CH3:20]. Procedure: 4-Propynyl-1-(β-D-ribofuranosyl)pyrrole-2-carbaldehyde (Compound 18) was synthesized in the same manner as used for Compound 17, starting with 4-propynyl-2-pyrrolecarbaldehyde (Compound 16) (Non-patent Document 40) (266 mg, 2.0 mmol). After purification by RP-HPLC, Compound 18 was obtained (39 mg, 7%, 2 steps). The reactants are COc1ccc(OC(=O)C(C)(C)C)c(C(C)(C)C)c1, O=C([O-])O, C[Si](C)(C)Cl, CC#N, [I-], [Na+], [Na+]. Yields the product CC(C)(C)C(=O)Oc1ccc(O)cc1C(C)(C)C. As a reaction SMILES: [C:1]([CH3:2])([CH3:3])([CH3:4])[c:5]1[cH:6][c:7]([O:18][CH3:19])[cH:8][cH:9][c:10]1[O:11][C:12]([C:13]([CH3:14])([CH3:15])[CH3:16])=[O:17].[C:27](=[O:28])([OH:29])[O-:30].[CH3:22][Si:23]([Cl:24])([CH3:25])[CH3:26].[CH3:32][C:33]#[N:34].[I-:21].[Na+:20].[Na+:31]>>[C:1]([CH3:2])([CH3:3])([CH3:4])[c:5]1[cH:6][c:7]([OH:18])[cH:8][cH:9][c:10]1[O:11][C:12]([C:13]([CH3:14])([CH3:15])[CH3:16])=[O:17].